This data is from the Open Reaction Database (ORD), a public repository of structured organic reaction records. The task is: describe an organic reaction: reactants, conditions, products, and yield The reactants are COc1ccc(-c2c(C(=O)c3ccccc3)oc3ccccc23)cc1, Cl, c1ccncc1. The product is O=C(c1ccccc1)c1oc2ccccc2c1-c1ccc(O)cc1. As a reaction SMILES: [C:1]([c:2]1[cH:3][cH:4][cH:5][cH:6][cH:7]1)(=[O:8])[c:9]1[o:10][c:11]2[c:12]([c:13]1-[c:14]1[cH:15][cH:16][c:17]([O:20][CH3:21])[cH:18][cH:19]1)[cH:22][cH:23][cH:24][cH:25]2.[ClH:26].[n:27]1[cH:28][cH:29][cH:30][cH:31][cH:32]1>>[C:1]([c:2]1[cH:3][cH:4][cH:5][cH:6][cH:7]1)(=[O:8])[c:9]1[o:10][c:11]2[c:12]([c:13]1-[c:14]1[cH:15][cH:16][c:17]([OH:20])[cH:18][cH:19]1)[cH:22][cH:23][cH:24][cH:25]2. The reactants are S(=O)([O-])S(=O)[O-].[Na+].[Na+] (sodium dithionite), ClC1=C(C(=CC(=C1)C(F)(F)F)[N+](=O)[O-])O (2-chloro-6-nitro-4-trifluoromethylphenol), substituted phenol. Run in C(C)O (ethanol), O (water). Run at time 2 hour. Yields the product NC1=C(C(=CC(=C1)C(F)(F)F)Cl)O (2-amino-6-chloro-4-trifluoromethylphenol). As a reaction SMILES: S(S([O-])=O)([O-])=O.[Na+].[Na+].[Cl:9][C:10]1[CH:15]=[C:14]([C:16]([F:19])([F:18])[F:17])[CH:13]=[C:12]([N+:20]([O-])=O)[C:11]=1[OH:23]>C(O)C.O>[NH2:20][C:12]1[CH:13]=[C:14]([C:16]([F:17])([F:18])[F:19])[CH:15]=[C:10]([Cl:9])[C:11]=1[OH:23] |f:0.1.2|. Procedure: Solid sodium dithionite (10 g) was added in portions to a stirred solution of 2-chloro-6-nitro-4-trifluoromethylphenol (4.5 g) in a mixture of ethanol (20 ml) and water (30 ml). The solution was stirred for 2 hours, left overnight, filtered, and evaporated. The residue was mixed with toluene and the toluene removed under reduced pressure. The residue was extracted with boiling chloroform (3×100 ml) and the chloroform extracts evaporated to give a yellow oil identified as the required substituted... Reactants: C(=O)(O)CNC1=C(C(=O)O)C=C(C=C1)Br (2-(N-carboxymethylamino)-5-bromobenzoic acid), C(C)(=O)[O-].[Na+] (sodium acetate), C(C)(=O)OC(C)=O (acetic anhydride). Conditions: temperature 60 celsius, time 5 hour. Yields the product C(C)(=O)N1C=C(C2=CC(=CC=C12)Br)OC(C)=O (1-acetyl-5-bromo-3-acetoxyindole). RXN SMILES: C([CH2:4][NH:5][C:6]1[CH:14]=[CH:13][C:12]([Br:15])=[CH:11][C:7]=1[C:8](O)=O)(O)=O.[C:16]([O-:19])(=[O:18])[CH3:17].[Na+].C(O[C:25](=[O:27])[CH3:26])(=O)C>>[C:25]([N:5]1[C:6]2[C:7](=[CH:11][C:12]([Br:15])=[CH:13][CH:14]=2)[C:8]([O:18][C:16](=[O:19])[CH3:17])=[CH:4]1)(=[O:27])[CH3:26] |f:1.2|. Reported procedure: 2-(N-carboxymethylamino)-5-bromobenzoic acid (0.84 g, 3.4 mmol) and anhydrous sodium acetate (0.6 g, 7.3 mmol) were dissolved in 8 ml acetic anhydride. After stirred for 5 hours at 60° C., the reaction mixture was cooled down to room temperature. Sodium acetate was filtered off. The filtrate was evaporated, and the residue was dissolved in 100 ml ethyl acetate. 100 ml water and 20 ml saturated sodium bicarbonate were added to the solution, and the organic phase was separated. The aqueous phase w... Reactants: CN1C(=O)N(C(=O)C=C1C(F)(F)F)C=1C=CC2=C(C(=NS2)C2OCC(O2)CSC)C1 (1-methyl-3-[3-[4-[(methylthio)methyl]-1,3-dioxolan-2-yl]-1,2-benzisothiazol-5-yl]-6-(trifluoromethyl)uracil), ClC1=CC(=CC=C1)C(=O)OO (m-chloroperbenzoic acid). Run in C(Cl)Cl (methylene chloride). Run at time 1 hour. Yields the product CN1C(=O)N(C(=O)C=C1C(F)(F)F)C=1C=CC2=C(C(=NS2)C2OCC(O2)CS(=O)C)C1 (1-Methyl-3-[3-[4-[(methylsulfinyl)methyl]-1,3-dioxolan-2-yl]-1,2-benzisothiazol-5-yl]-6-(trifluoromethyl)uracil). Isolated yield 7.0%. Reaction SMILES: [CH3:1][N:2]1[C:9]([C:10]([F:13])([F:12])[F:11])=[CH:8][C:6](=[O:7])[N:5]([C:14]2[CH:15]=[CH:16][C:17]3[S:21][N:20]=[C:19]([CH:22]4[O:26][CH:25]([CH2:27][S:28][CH3:29])[CH2:24][O:23]4)[C:18]=3[CH:30]=2)[C:3]1=[O:4].ClC1C=CC=C(C(OO)=[O:39])C=1>C(Cl)Cl>[CH3:1][N:2]1[C:9]([C:10]([F:11])([F:12])[F:13])=[CH:8][C:6](=[O:7])[N:5]([C:14]2[CH:15]=[CH:16][C:17]3[S:21][N:20]=[C:19]([CH:22]4[O:26][CH:25]([CH2:27][S:28]([CH3:29])=[O:39])[CH2:24][O:23]4)[C:18]=3[CH:30]=2)[C:3]1=[O:4]. Procedure details: A mixture of 1-methyl-3-[3-[4-[(methylthio)methyl]-1,3-dioxolan-2-yl]-1,2-benzisothiazol-5-yl]-6-(trifluoromethyl)uracil (0.970 g, 21.1 mmol), m-chloroperbenzoic acid (72%, 0.500 g, 21.1 mmol) and methylene chloride is stirred one hour at room temperature and concentrated in vacuo. The residue is taken up in ethyl acetate and washed twice with 5% aqueous sodium carbonate and once with brine. The organic layer is dried over anhydrous magnesium sulfate and concentrated in vacuo to a white solid, w... The reactants are S1C=C(C=C1)C1=CC=C2CC(NC2=C1)=O (6-thiophen-3-yl-1,3-dihydroindol-2-one), OC1=C(C=O)C=CC=C1 (2-hyroxy-benzaldehyde), N1CCCCC1 (piperidine). The solvent is C(C)O (ethanol). Product: OC1=C(C=C2C(NC3=CC(=CC=C23)C2=CSC=C2)=O)C=CC=C1 (3-(2-hydroxybenzylidene)-6-thiophen-3-yl-1,3-dihydroindol-2-one). Isolated yield 68.9%. Reaction SMILES: [S:1]1[CH:5]=[CH:4][C:3]([C:6]2[CH:14]=[C:13]3[C:9]([CH2:10][C:11](=[O:15])[NH:12]3)=[CH:8][CH:7]=2)=[CH:2]1.[OH:16][C:17]1[CH:24]=[CH:23][CH:22]=[CH:21][C:18]=1[CH:19]=O.N1CCCCC1>C(O)C>[OH:16][C:17]1[CH:24]=[CH:23][CH:22]=[CH:21][C:18]=1[CH:19]=[C:10]1[C:9]2[C:13](=[CH:14][C:6]([C:3]3[CH:4]=[CH:5][S:1][CH:2]=3)=[CH:7][CH:8]=2)[NH:12][C:11]1=[O:15]. Procedure details: A mixture of 6-thiophen-3-yl-1,3-dihydroindol-2-one (100 mg, 0.5 mmol), 2-hyroxy-benzaldehyde (60 mg, 0.5 mmol) and piperidine (0.23 mL) in ethanol (4 mL) was stirred at reflux overnight. The precipitate was collected by vacuum filtration, washed with ethanol and dried to give 110 mg (69%) of 3-(2-hydroxybenzylidene)-6-thiophen-3-yl-1,3-dihydroindol-2-one as yellow-red crystals.